Task: describe an organic reaction: reactants, conditions, products, and yield. Dataset: the Open Reaction Database (ORD), a public repository of structured organic reaction records The reactants are O=C(Cl)OCc1ccccc1, ClCCl, CC(C)(O)c1sc(=O)sc1-c1nc2ccccc2[nH]c1=O. Product: CC1(C)Oc2nc3ccccc3nc2-c2sc(=O)sc21. Reaction SMILES: [CH2:22]([O:23][C:24]([Cl:25])=[O:26])[c:27]1[cH:28][cH:29][cH:30][cH:31][cH:32]1.[Cl:33][CH2:34][Cl:35].[OH:1][C:2]([CH3:3])([CH3:4])[c:5]1[c:6](-[c:11]2[c:12](=[O:21])[nH:13][c:14]3[cH:15][cH:16][cH:17][cH:18][c:19]3[n:20]2)[s:7][c:8](=[O:10])[s:9]1>>[C:2]1([CH3:3])([CH3:4])[c:5]2[c:6]([s:7][c:8](=[O:10])[s:9]2)-[c:11]2[c:12]([n:13][c:14]3[cH:15][cH:16][cH:17][cH:18][c:19]3[n:20]2)[O:21]1. The reactants are CC(=O)N1CCSc2cccc(Cl)c2C1, ClCCl, O=C(OO)c1cccc(Cl)c1. Yields the product CC(=O)N1CCS(=O)c2cccc(Cl)c2C1. As a reaction SMILES: [C:12]([CH3:13])(=[O:14])[N:15]1[CH2:16][CH2:17][S:18][c:19]2[c:20]([c:22]([Cl:26])[cH:23][cH:24][cH:25]2)[CH2:21]1.[Cl:27][CH2:28][Cl:29].[OH:1][O:2][C:3]([c:4]1[cH:5][c:6]([Cl:7])[cH:8][cH:9][cH:10]1)=[O:11]>>[O:1]=[S:18]1[CH2:17][CH2:16][N:15]([C:12]([CH3:13])=[O:14])[CH2:21][c:20]2[c:19]1[cH:25][cH:24][cH:23][c:22]2[Cl:26]. The reactants are Cl (hydrogen chloride), O (water), ClC=1C=C(C(=C(C1C#C)\N=N\N1CCCC1)C1=CC(=CC=C1)F)C(=O)O (4-chloro-5-ethynyl-3′-fluoro-6-[(E)-pyrrolidin-1-yldiazenyl]biphenyl-2-carboxylic acid), Cl.CNOC (N,O-dimethylhydroxylamine hydrochloride), O.ON1N=NC2=C1C=CC=C2 (1-hydroxybenzotriazole hydrate), C(C)(C)N(C(C)C)CC (N,N-diisopropylethylamine), CCN=C=NCCCN(C)C.Cl (EDCI HCl). Run in O1CCCC1 (tetrahydrofuran). Conditions: time 36 hour. Product: ClC=1C=C(C(=C(C1C#C)\N=N\N1CCCC1)C1=CC(=CC=C1)F)C(=O)N(C)OC (4-Chloro-5-ethynyl-3′-fluoro-N-methoxy-N-methyl-6-[(E)-pyrrolidin-1-yldiazenyl]biphenyl-2-carboxamide). The yield is 101.9%. RXN SMILES: [Cl:1][C:2]1[CH:3]=[C:4]([C:24](O)=[O:25])[C:5]([C:17]2[CH:22]=[CH:21][CH:20]=[C:19]([F:23])[CH:18]=2)=[C:6](/[N:10]=[N:11]/[N:12]2[CH2:16][CH2:15][CH2:14][CH2:13]2)[C:7]=1[C:8]#[CH:9].Cl.[CH3:28][NH:29][O:30][CH3:31].O.ON1C2C=CC=CC=2N=N1.C(N(CC)C(C)C)(C)C.CCN=C=NCCCN(C)C.Cl.Cl.O>O1CCCC1>[Cl:1][C:2]1[CH:3]=[C:4]([C:24]([N:29]([O:30][CH3:31])[CH3:28])=[O:25])[C:5]([C:17]2[CH:22]=[CH:21][CH:20]=[C:19]([F:23])[CH:18]=2)=[C:6](/[N:10]=[N:11]/[N:12]2[CH2:13][CH2:14][CH2:15][CH2:16]2)[C:7]=1[C:8]#[CH:9] |f:1.2,3.4,6.7|. Reported procedure: A solution of 4-chloro-5-ethynyl-3′-fluoro-6-[(E)-pyrrolidin-1-yldiazenyl]biphenyl-2-carboxylic acid (830 g, 2.2 mol), N,O-dimethylhydroxylamine hydrochloride (280 g, 2.9 mol), 1-hydroxybenzotriazole hydrate (360 g, 2.4 mol), and N,N-diisopropylethylamine (1.4 L, 7.8 mol) in tetrahydrofuran (5 L) was treated with EDCI HCl (520 g, 2.7 mol) and stirred at room temperature for 36 hours. The reaction mixture was cooled to approximately 5° C. and treated with 2.0 M hydrogen chloride in water (3.4 L, ... Starting materials: O=C([O-])[O-], Cc1nc2c([nH]1)c(=O)n(C)c(=O)n2C, O=C(c1ccc(Cl)cc1)c1ccc(CBr)cc1, [K+], [K+], CN(C)C=O, O. Yields the product Cc1nc2c(c(=O)n(C)c(=O)n2C)n1Cc1ccc(C(=O)c2ccc(Cl)cc2)cc1. RXN SMILES: [C:15](=[O:16])([O-:17])[O-:18].[CH3:1][n:2]1[c:3](=[O:4])[n:5]([CH3:14])[c:6]2[n:7][c:8]([CH3:13])[nH:9][c:10]2[c:11]1=[O:12].[Cl:21][c:22]1[cH:23][cH:24][c:25]([C:26](=[O:27])[c:28]2[cH:29][cH:30][c:31]([CH2:32][Br:33])[cH:34][cH:35]2)[cH:36][cH:37]1.[K+:19].[K+:20].[O:38]=[CH:39][N:40]([CH3:41])[CH3:42].[OH2:43]>>[CH3:1][n:2]1[c:3](=[O:4])[n:5]([CH3:14])[c:6]2[n:7][c:8]([CH3:13])[n:9]([CH2:32][c:31]3[cH:30][cH:29][c:28]([C:26]([c:25]4[cH:24][cH:23][c:22]([Cl:21])[cH:37][cH:36]4)=[O:27])[cH:35][cH:34]3)[c:10]2[c:11]1=[O:12]. Reactants: ClC=1C=C(C=CC1)SCC=1C=C(N(C1C(=O)O)C)C(C(=O)O)=O (4-(m-Chlorophenylthio)methyl-5-hydroxycarbonyl-1-methyl-α-oxopyrrole-2-acetic acid), C(C)O (ethanol), Cl (HCl). Product: ClC=1C=C(C=CC1)SCC=1C=C(N(C1C(=O)O)C)C(C(=O)OCC)=O (Ethyl 4-(m-chlorophenylthio)methyl-5-hydroxycarbonyl-1-methyl-α-oxo-pyrrole-2-acetate). As a reaction SMILES: [Cl:1][C:2]1[CH:3]=[C:4]([S:8][CH2:9][C:10]2[CH:11]=[C:12]([C:19](=[O:23])[C:20]([OH:22])=[O:21])[N:13]([CH3:18])[C:14]=2[C:15]([OH:17])=[O:16])[CH:5]=[CH:6][CH:7]=1.Cl.[CH2:25](O)[CH3:26]>>[Cl:1][C:2]1[CH:3]=[C:4]([S:8][CH2:9][C:10]2[CH:11]=[C:12]([C:19](=[O:23])[C:20]([O:22][CH2:25][CH3:26])=[O:21])[N:13]([CH3:18])[C:14]=2[C:15]([OH:17])=[O:16])[CH:5]=[CH:6][CH:7]=1. Procedure details: 4-(m-Chlorophenylthio)methyl-5-hydroxycarbonyl-1-methyl-α-oxopyrrole-2-acetic acid (1.0 g, 2.82 mmol) is dissolved in hot ethanol (7 ml) and concentrated HCl (150 μl) is added. The reaction is heated to reflux for 30 minutes, then the mixture is cooled, the solvent is removed in vacuo to give a red oill whih solidifies on standing. The solid is recrystallized from cyclohexane:chloroform to give 395 mg purple solid, i.e. ethyl 4-(m-chlorophenylthio)methyl-5-hydroxycarbonyl-1-methyl-α-oxo-pyrrole-... Reactants: CO, Cc1c(N)cccc1C(=O)O, O=S(=O)(O)O. Product: COC(=O)c1cccc(N)c1C. RXN SMILES: [CH3:17][OH:18].[NH2:1][c:2]1[c:3]([CH3:11])[c:4]([C:5](=[O:6])[OH:7])[cH:8][cH:9][cH:10]1.[S:12](=[O:13])(=[O:14])([OH:15])[OH:16]>>[NH2:1][c:2]1[c:3]([CH3:11])[c:4]([C:5](=[O:6])[O:7][CH3:17])[cH:8][cH:9][cH:10]1. Starting materials: FC1=C(C=C(C=C1)Br)OC1=CC=CC=C1 (4-fluoro-3-phenoxyphenyl bromide), [Mg] (magnesium), C(C)(=O)OCC(=CC1(CC1)C1=CC=C(C=C1)F)F (1-(3-Acetoxy-2-fluoroprop-1-enyl )-1-(4-fluorophenyl)cyclopropane), Grignard reagent. Run in O1CCCC1 (tetrahydrofuran). The product is FC(=CC1(CC1)C1=CC=C(C=C1)F)CC1=CC(=C(C=C1)F)OC1=CC=CC=C1 (1-(2-fluoro-3-(4-fluoro-3-phenoxy-phenyl)prop-1-enyl)-1-(4-fluorophenyl)cyclopropane). Yield: 34.4%. As a reaction SMILES: [F:1][C:2]1[CH:7]=[CH:6][C:5](Br)=[CH:4][C:3]=1[O:9][C:10]1[CH:15]=[CH:14][CH:13]=[CH:12][CH:11]=1.[Mg].C(O[CH2:21][C:22]([F:34])=[CH:23][C:24]1([C:27]2[CH:32]=[CH:31][C:30]([F:33])=[CH:29][CH:28]=2)[CH2:26][CH2:25]1)(=O)C>O1CCCC1>[F:34][C:22]([CH2:21][C:5]1[CH:6]=[CH:7][C:2]([F:1])=[C:3]([O:9][C:10]2[CH:15]=[CH:14][CH:13]=[CH:12][CH:11]=2)[CH:4]=1)=[CH:23][C:24]1([C:27]2[CH:28]=[CH:29][C:30]([F:33])=[CH:31][CH:32]=2)[CH2:25][CH2:26]1. Reported procedure: The method of Example 25 was repeated using a Grignard reagent, prepared from 4-fluoro-3-phenoxyphenyl bromide (0.3 g), tetrahydrofuran (2 ml) and magnesium (21 mg) and 1-(3-acetoxy-2-fluoroprop-1-enyl)-1-(4-fluorophenyl)-cyclopropane (Example 20) (88 mg). The residue after evaporation was purified by preparative thin layer chromatography (solvent: diethyl ether/hexane; 1:9) and then preparative high performance liquid chromatography (column: C18; solvent: methanol; flow rate: 2 ml/min) to affor...